From a dataset of the Open Reaction Database (ORD), a public repository of structured organic reaction records. describe an organic reaction: reactants, conditions, products, and yield Starting materials: C(C)(=O)OCC (ethyl acetate), CI (methyl iodide), C([O-])([O-])=O.[K+].[K+] (potassium carbonate), OC=1C=C(C(=O)O)C=CC1I (3-hydroxy-4-iodobenzoic acid). The solvent is CN(C)C=O (DMF). Reaction conditions: temperature 50 celsius, time 3 hour. Yields the product IC1=C(C=C(C(=O)OC)C=C1)OC (methyl 4-iodo-3-methoxybenzoate). As a reaction SMILES: [OH:1][C:2]1[CH:3]=C([CH:8]=[CH:9][C:10]=1[I:11])C(O)=O.CI.[C:14](=O)([O-])[O-].[K+].[K+].[C:20]([O:23][CH2:24]C)(=[O:22])[CH3:21]>CN(C=O)C>[I:11][C:10]1[CH:9]=[CH:8][C:21]([C:20]([O:23][CH3:24])=[O:22])=[CH:3][C:2]=1[O:1][CH3:14] |f:2.3.4|. Procedure: 14.9 g (56.4 mmol) of 3-hydroxy-4-iodobenzoic acid was dissolved in 200 ml of DMF. 17.5 ml (282 mmol) of methyl iodide and 39 g (282 mmol) of potassium carbonate was added to the obtained solution, and they were stirred at 50° C. for 3 hours. After the treatment with ethyl acetate as the extraction solvent in an ordinary manner, the obtained crude product was purified by the silica gel column chromatography to obtain the title compound. RXN SMILES: [NH2:1][CH2:2][C:3]1[CH:15]=[C:14]2[C:6]([C:7]3[C:8]([C:19]4[CH:24]=[CH:23][CH:22]=[C:21]([N:25]5[CH2:33][C:32]6[C:27](=[CH:28][CH:29]=[CH:30][CH:31]=6)[C:26]5=[O:34])[C:20]=4[CH3:35])=[CH:9][CH:10]=[C:11]([C:16]([NH2:18])=[O:17])[C:12]=3[NH:13]2)=[CH:5][CH:4]=1.[N:36]([CH:39]([CH3:41])[CH3:40])=[C:37]=[O:38]>C1COCC1>[CH:39]([NH:36][C:37](=[O:38])[NH:1][CH2:2][C:3]1[CH:15]=[C:14]2[C:6]([C:7]3[C:8]([C:19]4[CH:24]=[CH:23][CH:22]=[C:21]([N:25]5[CH2:33][C:32]6[C:27](=[CH:28][CH:29]=[CH:30][CH:31]=6)[C:26]5=[O:34])[C:20]=4[CH3:35])=[CH:9][CH:10]=[C:11]([C:16]([NH2:18])=[O:17])[C:12]=3[NH:13]2)=[CH:5][CH:4]=1)([CH3:41])[CH3:40]. Procedure details: A solution of 7-(aminomethyl)-4-(2-methyl-3-(1-oxoisoindolin-2-yl)phenyl)-9H-carbazole-1-carboxamide (Example 33-1, 30 mg, 0.065 mmol) and 2-isocyanatopropane (0.019 mL, 0.195 mmol) in THF (3 mL) was stirred at 40° C. overnight. The mixture was concentrated and purified by preparative HPLC. The appropriate effluent fractions were concentrated and partitioned between EtOAc and NaHCO3 (aq). The organic phase was dried and concentrated to provide 7-((3-isopropylureido)methyl)-4-(2-methyl-3-(1-oxois... Yields the product C(C)(C)NC(NCC1=CC=C2C=3C(=CC=C(C3NC2=C1)C(=O)N)C1=C(C(=CC=C1)N1C(C2=CC=CC=C2C1)=O)C)=O (7-((3-isopropylureido)methyl)-4-(2-methyl-3-(1-oxoisoindolin-2-yl)phenyl)-9H-carbazole-1-carboxamide). The solvent is C1CCOC1 (THF). Isolated yield 16.4%. Reactants: NCC1=CC=C2C=3C(=CC=C(C3NC2=C1)C(=O)N)C1=C(C(=CC=C1)N1C(C2=CC=CC=C2C1)=O)C (7-(aminomethyl)-4-(2-methyl-3-(1-oxoisoindolin-2-yl)phenyl)-9H-carbazole-1-carboxamide), N(=C=O)C(C)C (2-isocyanatopropane). Reactants: C(C)(C)(C)OC(=O)N1C(OC[C@@H]1CNC1=CC=CC=C1)(C)C ((S)-2,2-dimethyl-4-phenylaminomethyl-oxazolidine-3-carboxylic acid tert-butyl ester), COC(C1=CC=CC=C1)OC (benzaldehyde dimethyl acetal), FC(C(=O)O)(F)F (trifluoroacetic acid), C(C)(=O)O[BH-](OC(C)=O)OC(C)=O.[Na+] (sodium triacetoxyborohydride). The solvent is ClCCCl (1,2-dichloroethane). Run at time 8 hour. Yields the product C(C)(C)(C)OC(=O)N1C(OC[C@@H]1CN(C1=CC=CC=C1)CC1=CC=CC=C1)(C)C ((S)-4-[(benzyl-phenyl-amino)-methyl]-2,2-dimethyl-oxazolidine-3-carboxylic acid tert-butyl ester). Isolated yield 77.0%. As a reaction SMILES: [C:1]([O:5][C:6]([N:8]1[C@@H:12]([CH2:13][NH:14][C:15]2[CH:20]=[CH:19][CH:18]=[CH:17][CH:16]=2)[CH2:11][O:10][C:9]1([CH3:22])[CH3:21])=[O:7])([CH3:4])([CH3:3])[CH3:2].CO[CH:25](OC)[C:26]1[CH:31]=[CH:30][CH:29]=[CH:28][CH:27]=1.FC(F)(F)C(O)=O.C(O[BH-](OC(=O)C)OC(=O)C)(=O)C.[Na+]>ClCCCl>[C:1]([O:5][C:6]([N:8]1[C@@H:12]([CH2:13][N:14]([CH2:25][C:26]2[CH:31]=[CH:30][CH:29]=[CH:28][CH:27]=2)[C:15]2[CH:16]=[CH:17][CH:18]=[CH:19][CH:20]=2)[CH2:11][O:10][C:9]1([CH3:22])[CH3:21])=[O:7])([CH3:4])([CH3:2])[CH3:3] |f:3.4|. Procedure: To a stirred solution of (S)-2,2-dimethyl-4-phenylaminomethyl-oxazolidine-3-carboxylic acid tert-butyl ester (495 mg; example 2.a) at r.t. in 1,2-dichloroethane (10 ml) under an argon atmosphere were added benzaldehyde dimethyl acetal (0.37 ml), trifluoroacetic acid (0.13 ml) and sodium triacetoxyborohydride (571 mg). The mixture was stirred at room temperature overnight. The mixture was directly adsorbed on silica gel and purified by chromatography (SiO2; gradient:heptane->heptane/EtOAc 7:3) to...